Dataset: the Open Reaction Database (ORD), a public repository of structured organic reaction records. Task: describe an organic reaction: reactants, conditions, products, and yield Reactants: C1CCOC1, O=c1[nH]cnc2cc(F)ccc12, [H-], [Na+], OCc1ccncc1. Yields the product O=c1[nH]cnc2cc(OCc3ccncc3)ccc12. Reaction SMILES: [CH2:23]1[O:24][CH2:25][CH2:26][CH2:27]1.[F:11][c:12]1[cH:13][cH:14][c:15]2[c:16](=[O:22])[nH:17][cH:18][n:19][c:20]2[cH:21]1.[H-:1].[Na+:2].[OH:3][CH2:4][c:5]1[cH:6][cH:7][n:8][cH:9][cH:10]1>>[O:3]([CH2:4][c:5]1[cH:6][cH:7][n:8][cH:9][cH:10]1)[c:12]1[cH:13][cH:14][c:15]2[c:16](=[O:22])[nH:17][cH:18][n:19][c:20]2[cH:21]1. Starting materials: ClC=1C=C(C=CC1)C(C(C(CCC)(C)C)O)N1C=NC=C1 (1-(3-chlorophenyl)-3,3-dimethyl-1-(1-imidazolyl)-2-hexanol). The reagents and catalysts are [Pt] (platinum on activated charcoal). Product: ClC=1C=C(C=CC1)C(C(C(CC=C)(C)C)O)N1C=NC=C1 (1-(3-chlorophenyl)-3,3-dimethyl-1-(1-imidazolyl)-5-hexen-2-ol). As a reaction SMILES: [Cl:1][C:2]1[CH:3]=[C:4]([CH:8]([N:17]2[CH:21]=[CH:20][N:19]=[CH:18]2)[CH:9]([OH:16])[C:10]([CH3:15])([CH3:14])[CH2:11][CH2:12][CH3:13])[CH:5]=[CH:6][CH:7]=1>[Pt]>[Cl:1][C:2]1[CH:3]=[C:4]([CH:8]([N:17]2[CH:21]=[CH:20][N:19]=[CH:18]2)[CH:9]([OH:16])[C:10]([CH3:15])([CH3:14])[CH2:11][CH:12]=[CH2:13])[CH:5]=[CH:6][CH:7]=1. Reported procedure: In the same fashion as described in Example 26, 1.43 g of 1-(3-chlorophenyl)-3,3-dimethyl-1-(1-imidazolyl)-2-hexanol of melting point 97° C. were obtained through hydrogenation on a 5 mmol scale of 1-(3-chlorophenyl)-3,3-dimethyl-1-(1-imidazolyl)-5-hexen-2-ol (compound according to Example 2) with 200 mg of sulfidized 5% platinum on activated charcoal as catalyst. Reactants: C(C1=CC=CC=C1)N1CCC2(C(NCN2)=O)CC1 (8-benzyl-1,3,8-triaza-spiro[4,5]decan-4-one), C(CC(C)C)=O (isovaleraldehyde), C(C)(=O)O[BH-](OC(C)=O)OC(C)=O.[Na+] (sodium triacetoxyborohydride). The solvent is ClCCCl (1,2-dichloroethane). Conditions: time 16 hour. Product: C(C1=CC=CC=C1)N1CCC2(C(NCN2CCC(C)C)=O)CC1 (8-Benzyl-1-(3-methyl-butyl)-1,3,8-triaza-spiro[4.5]decan-4-one). Reaction SMILES: [CH2:1]([N:8]1[CH2:18][CH2:17][C:11]2([NH:15][CH2:14][NH:13][C:12]2=[O:16])[CH2:10][CH2:9]1)[C:2]1[CH:7]=[CH:6][CH:5]=[CH:4][CH:3]=1.[CH:19](=O)[CH2:20][CH:21]([CH3:23])[CH3:22].C(O[BH-](OC(=O)C)OC(=O)C)(=O)C.[Na+]>ClCCCl>[CH2:1]([N:8]1[CH2:9][CH2:10][C:11]2([N:15]([CH2:19][CH2:20][CH:21]([CH3:23])[CH3:22])[CH2:14][NH:13][C:12]2=[O:16])[CH2:17][CH2:18]1)[C:2]1[CH:3]=[CH:4][CH:5]=[CH:6][CH:7]=1 |f:2.3|. Reported procedure: To a solution of 100 mg (0.408 mmol) 8-benzyl-1,3,8-triaza-spiro[4,5]decan-4-one (m.p. 164–166° C.) and 0.062 ml (49.2 mg, 0.571 mmol) isovaleraldehyde in 3 ml 1,2-dichloroethane were added 130 mg (0.611 mmol) sodium triacetoxyborohydride and the mixture stirred at ambient temperature for 16 h. Then the reaction mixture was quenched with 10 ml saturated aqueous NaHCO3-solution and extracted with dichloromethane. The organic extracts were washed with brine, dried over Na2SO4, filtered and evapora... Reactants: COc1ncc(OC)c2c(C(=O)C(=O)N3CCC(=C(Br)c4ccccc4)CC3)c[nH]c12, CCCC[Sn](CCCC)(CCCC)c1nccs1, C1CCOC1, CCOC(C)=O. Product: COc1ncc(OC)c2c(C(=O)C(=O)N3CCC(=C(c4ccccc4)c4nccs4)CC3)c[nH]c12. Reaction SMILES: [Br:1][C:2]([c:3]1[cH:4][cH:5][cH:6][cH:7][cH:8]1)=[C:9]1[CH2:10][CH2:11][N:12]([C:15]([C:16](=[O:17])[c:18]2[cH:19][nH:20][c:21]3[c:22]([O:29][CH3:30])[n:23][cH:24][c:25]([O:27][CH3:28])[c:26]23)=[O:31])[CH2:13][CH2:14]1.[CH2:32]([Sn:33]([CH2:34][CH2:35][CH2:36][CH3:42])([c:37]1[s:38][cH:39][cH:40][n:41]1)[CH2:43][CH2:44][CH2:45][CH3:46])[CH2:47][CH2:48][CH3:49].[CH2:50]1[O:51][CH2:52][CH2:53][CH2:54]1.[CH3:55][CH2:56][O:57][C:58]([CH3:59])=[O:60]>>[C:2]([c:3]1[cH:4][cH:5][cH:6][cH:7][cH:8]1)(=[C:9]1[CH2:10][CH2:11][N:12]([C:15]([C:16](=[O:17])[c:18]2[cH:19][nH:20][c:21]3[c:22]([O:29][CH3:30])[n:23][cH:24][c:25]([O:27][CH3:28])[c:26]23)=[O:31])[CH2:13][CH2:14]1)[c:37]1[s:38][cH:39][cH:40][n:41]1. The reactants are C1(=CC=CC=C1)P(C1=CC=CC=C1)C1=CC=CC=C1 (triphenylphosphine), BrBr (bromine), OCC1=CC=C(C=C1)C1(CC=CC1)C(=O)OC (methyl 1-(4'-hydroxymethylphenyl)cyclopent-3-ene-1-carboxylate). The solvent is C(Cl)Cl (CH2Cl2), C(Cl)Cl (CH2Cl2). Product: BrCC1=CC=C(C=C1)C1(CC=CC1)C(=O)OC (methyl 1-(4'-bromomethylphenyl)cyclopent-3-ene-1-carboxylate). RXN SMILES: C1(P(C2C=CC=CC=2)C2C=CC=CC=2)C=CC=CC=1.[Br:20]Br.O[CH2:23][C:24]1[CH:29]=[CH:28][C:27]([C:30]2([C:35]([O:37][CH3:38])=[O:36])[CH2:34][CH:33]=[CH:32][CH2:31]2)=[CH:26][CH:25]=1>C(Cl)Cl>[Br:20][CH2:23][C:24]1[CH:29]=[CH:28][C:27]([C:30]2([C:35]([O:37][CH3:38])=[O:36])[CH2:34][CH:33]=[CH:32][CH2:31]2)=[CH:26][CH:25]=1. Procedure: To a solution of triphenylphosphine (8.03 g, 30.6 mmol) in 100 ml CH2Cl2 at 0° C. was added dropwise bromine (1.45 ml, 28.1 mmol). After 15 minutes at 0° C. a white precipitate formed and a solution of the product of Step 3, above, (5.93 g, 25.5 mmol) in 30 ml CH2Cl2 was added dropwise. After 1 hour the solvent was removed in vacuo and the residue was taken up in ether to precipitate the triphenylphosphine oxide formed in the reaction. After filtration, evaporation and SGC (5% EtOAc-hexanes) the... The reactants are FC=1C(=CC2=C(NC(=N2)S)C1)N1CCN(CC1)C (6-fluoro-5-(4-methylpiperazin-1-yl)-2-mercapto-1H-benzimidazole), Cl.CC=1C(=NC=CC1)CCl (3-methyl-2-chloromethylpyridine hydrochloride), [OH-].[Na+] (sodium hydroxide). Run in C(C)O (ethanol). The product is CC=1C(=NC=CC1)CSC1=NC2=C(N1)C=C(C(=C2)N2CCN(CC2)C)F (2-[[(3-Methyl)pyridin-2-yl]methylthio]-6-fluoro-5-(4-methylpiperazin-1-yl)-1H-benzimidazole). Yield: 21.5%. As a reaction SMILES: [F:1][C:2]1[C:3]([N:12]2[CH2:17][CH2:16][N:15]([CH3:18])[CH2:14][CH2:13]2)=[CH:4][C:5]2[N:9]=[C:8]([SH:10])[NH:7][C:6]=2[CH:11]=1.Cl.[CH3:20][C:21]1[C:22]([CH2:27]Cl)=[N:23][CH:24]=[CH:25][CH:26]=1.[OH-].[Na+]>C(O)C>[CH3:20][C:21]1[C:22]([CH2:27][S:10][C:8]2[NH:7][C:6]3[CH:11]=[C:2]([F:1])[C:3]([N:12]4[CH2:17][CH2:16][N:15]([CH3:18])[CH2:14][CH2:13]4)=[CH:4][C:5]=3[N:9]=2)=[N:23][CH:24]=[CH:25][CH:26]=1 |f:1.2,3.4|. Reported procedure: The title compound (0.6 g, 22%) was prepared by the general procedure using 6-fluoro-5-(4-methylpiperazin-1-yl)-2-mercapto-1H-benzimidazole (2.0 g, 7.5 mmol) (obtained in preparation 4), 3-methyl-2-chloromethylpyridine hydrochloride (1.0 g, 7.5 mmol), sodium hydroxide (0.36 g, 9.0 mmol) and ethanol (15 mL). IR (Neat) 3150, 1429 cm-1 ; 1H NMR (CDCl3) δ 2.42 (s, 3H, CH3), 2.50 (s, 3H, CH3), 2.90 (m, 4H, N(CH2)2), 3.20 (m, 4H, N(CH2)2), 4.38 (s, 2H, SCH2), 7.12 (d, J=7.6 Hz, 1H), 7.20-7.26 (m, 2H),... The reactants are BrC1=NC=C(C=C1[N+](=O)[O-])Br (2,5-dibromo-3-nitropyridine), COC=1C=C(C=CC1)B(O)O (3-methoxyphenylboronic acid), C([O-])([O-])=O.[Na+].[Na+] (sodium carbonate). Reagents/catalysts: [Pd].C1(=CC=CC=C1)P(C1=CC=CC=C1)C1=CC=CC=C1.C1(=CC=CC=C1)P(C1=CC=CC=C1)C1=CC=CC=C1.C1(=CC=CC=C1)P(C1=CC=CC=C1)C1=CC=CC=C1.C1(=CC=CC=C1)P(C1=CC=CC=C1)C1=CC=CC=C1 (tetrakis(triphenylphosphine)-palladium). The solvent is C1(=CC=CC=C1)C (toluene), C(C)O (ethanol), O (water). Conditions: temperature 70 celsius, time 2.5 hour. Product: BrC=1C=C(C(=NC1)C1=CC(=CC=C1)OC)[N+](=O)[O-] (5-bromo-2-(3-methoxyphenyl)-3-nitropyridine). Reaction SMILES: Br[C:2]1[C:7]([N+:8]([O-:10])=[O:9])=[CH:6][C:5]([Br:11])=[CH:4][N:3]=1.[CH3:12][O:13][C:14]1[CH:15]=[C:16](B(O)O)[CH:17]=[CH:18][CH:19]=1.C(=O)([O-])[O-].[Na+].[Na+]>C1(C)C=CC=CC=1.C(O)C.O.[Pd].C1(P(C2C=CC=CC=2)C2C=CC=CC=2)C=CC=CC=1.C1(P(C2C=CC=CC=2)C2C=CC=CC=2)C=CC=CC=1.C1(P(C2C=CC=CC=2)C2C=CC=CC=2)C=CC=CC=1.C1(P(C2C=CC=CC=2)C2C=CC=CC=2)C=CC=CC=1>[Br:11][C:5]1[CH:6]=[C:7]([N+:8]([O-:10])=[O:9])[C:2]([C:18]2[CH:17]=[CH:16][CH:15]=[C:14]([O:13][CH3:12])[CH:19]=2)=[N:3][CH:4]=1 |f:2.3.4,8.9.10.11.12|. Reported procedure: A stirred mixture of 2,5-dibromo-3-nitropyridine (0.2621 g, 0.930 mmol), 3-methoxyphenylboronic acid (0.155 g, 1.02 mmol), tetrakis(triphenylphosphine)-palladium (0.076 g, 0.065 mmol), and 2.0M sodium carbonate (2.4 mL, 4.80 mmol) in toluene (3.0 mL) and ethanol (1.0 mL) was heated to 70° C. After 2.5 h, the reaction was cooled to rt then diluted with water. After extraction with EtOAc, the organic extraction was dried over anhydrous sodium sulfate. After filtration and concentration, the residu... RXN SMILES: [Br:8][CH2:9][c:10]1[cH:11][cH:12][c:13](-[c:16]2[n:17][c:18]([CH3:24])[cH:19][c:20]([O:22][CH3:23])[n:21]2)[cH:14][cH:15]1.[CH3:25][CH2:26][OH:27].[CH3:28][N:29]([CH3:30])[CH:31]=[O:32].[N+:1](=[O:2])([CH2:3][CH2:4][CH3:5])[O-:6].[Na:7]>>[O:2]=[CH:9][c:10]1[cH:11][cH:12][c:13](-[c:16]2[n:17][c:18]([CH3:24])[cH:19][c:20]([O:22][CH3:23])[n:21]2)[cH:14][cH:15]1. Yields the product COc1cc(C)nc(-c2ccc(C=O)cc2)n1. Reactants: COc1cc(C)nc(-c2ccc(CBr)cc2)n1, CCO, CN(C)C=O, CCC[N+](=O)[O-], [Na]. Starting materials: C1=CC(=CC(=C1)Cl)C(=O)OO (mCPBA), CC(=O)O (AcOH), C1=CC(=CC(=C1)Cl)C(=O)OO (mCPBA), C(C=C)SC=1C=C(C(=O)N[C@H]([C@@H](CNC2(CC2)C2=CC(=CC=C2)CC)O)CC2=CC(=CC(=C2)F)F)C=CC1 (3-(allylthio)-N-((1S,2R)-1-(3,5-difluorobenzyl)-3-{[1-(3-ethylphenyl)cyclopropyl]amino}-2-hydroxypropyl)benzamide). Solvent: C(Cl)Cl (CH2Cl2), CCOCC (Et2O). Reaction conditions: time 30 minute. Yields the product C(C=C)S(=O)C=1C=C(C(=O)N[C@H]([C@@H](CNC2(CC2)C2=CC(=CC=C2)CC)O)CC2=CC(=CC(=C2)F)F)C=CC1 (3-(allylsulfinyl)-N-((1S,2R)-1-(3,5-difluorobenzyl)-3-{[1-(3-ethylphenyl)cyclopropyl]amino}-2-hydroxypropyl)benzamide). As a reaction SMILES: [CH2:1]([S:4][C:5]1[CH:6]=[C:7]([CH:36]=[CH:37][CH:38]=1)[C:8]([NH:10][C@@H:11]([CH2:27][C:28]1[CH:33]=[C:32]([F:34])[CH:31]=[C:30]([F:35])[CH:29]=1)[C@H:12]([OH:26])[CH2:13][NH:14][C:15]1([C:18]2[CH:23]=[CH:22][CH:21]=[C:20]([CH2:24][CH3:25])[CH:19]=2)[CH2:17][CH2:16]1)=[O:9])[CH:2]=[CH2:3].CC(O)=[O:41].C1C=C(Cl)C=C(C(OO)=O)C=1>C(Cl)Cl.CCOCC>[CH2:1]([S:4]([C:5]1[CH:6]=[C:7]([CH:36]=[CH:37][CH:38]=1)[C:8]([NH:10][C@@H:11]([CH2:27][C:28]1[CH:29]=[C:30]([F:35])[CH:31]=[C:32]([F:34])[CH:33]=1)[C@H:12]([OH:26])[CH2:13][NH:14][C:15]1([C:18]2[CH:23]=[CH:22][CH:21]=[C:20]([CH2:24][CH3:25])[CH:19]=2)[CH2:17][CH2:16]1)=[O:9])=[O:41])[CH:2]=[CH2:3]. Procedure details: 3-(allylthio)-N-((1S,2R)-1-(3,5-difluorobenzyl)-3-{[1-(3-ethylphenyl)cyclopropyl]amino}-2-hydroxypropyl)benzamide (325 mg, 0.606 mmol) was dissolved in CH2Cl2 (10 mL) and AcOH (1 mL) and treated with mCPBA (104 mg, 0.606 mmol). The reaction mixture was stirred for 2.5 h, at which time more mCPBA (20 mg, 0.11 mmol) was added and stirring continued for 30 min. more. The organic layer was diluted with Et2O and washed with 15% sodium thiosulfite solution. The organic was washed with brine, then drie... Reactants: [Cl-].C(#N)C1=C(OC[C@@H]2[NH2+]CCC2)C=CC=C1[N+](=O)[O-] ((R)-2-((2-cyano-3-nitrophenoxy)methyl)pyrrolidinium chloride), C(C)(=O)Cl (acetyl chloride). Product: C(C)(=O)N1[C@H](CCC1)COC1=C(C#N)C(=CC=C1)[N+](=O)[O-] ((R)-2-((1-Acetylpyrrolidin-2-yl)methoxy)-6-nitrobenzonitrile). Isolated yield 100.0%. RXN SMILES: [Cl-].[C:2]([C:4]1[C:16]([N+:17]([O-:19])=[O:18])=[CH:15][CH:14]=[CH:13][C:5]=1[O:6][CH2:7][C@H:8]1[CH2:12][CH2:11][CH2:10][NH2+:9]1)#[N:3].[C:20](Cl)(=[O:22])[CH3:21]>>[C:20]([N:9]1[CH2:10][CH2:11][CH2:12][C@@H:8]1[CH2:7][O:6][C:5]1[CH:13]=[CH:14][CH:15]=[C:16]([N+:17]([O-:19])=[O:18])[C:4]=1[C:2]#[N:3])(=[O:22])[CH3:21] |f:0.1|. Procedure details: Prepared as in Example 176b from (R)-2-((2-cyano-3-nitrophenoxy)methyl)pyrrolidinium chloride and acetyl chloride in 100% yield as a yellow syrup. MS 290 (MH+).